Dataset: the Open Reaction Database (ORD), a public repository of structured organic reaction records. Task: describe an organic reaction: reactants, conditions, products, and yield Starting materials: O=C1N(CCCC[C@H]1NC(OC(C)(C)C)=O)C(=O)NCC(F)(F)F ([(3R)-hexahydro-2-oxo-1-[[(2,2,2-trifluoroethyl)amino]carbonyl]-1H-azepin-3-yl]-carbamic acid, 1,1-dimethylethyl ester), C(=O)(O)[O-].[Na+] (NaHCO3), ClC1=CC=C2C(=CC(=NC2=C1)N)N1CCNCC1 (7-chloro-4-(1-piperazinyl)-2-quinolinamine), C(=O)(C(F)(F)F)O (TFA), ClC(Cl)(OC(OC(Cl)(Cl)Cl)=O)Cl (triphosgene). The product is NC1=NC2=CC(=CC=C2C(=C1)N1CCN(CC1)C(=O)N[C@@H]1C(N(CCCC1)C(=O)NCC(F)(F)F)=O)Cl ((3S)-3-[[[4-(2-Amino-7-chloro-4-quinolinyl)-1-piperazinyl]carbonyl]amino]hexahydro-2-oxo-N-(2,2,2-trifluoroethyl)-1H-azepine-1-carboxamide). Reaction SMILES: [O:1]=[C:2]1[C@H:8]([NH:9][C:10](=[O:16])OC(C)(C)C)[CH2:7][CH2:6][CH2:5][CH2:4][N:3]1[C:17]([NH:19][CH2:20][C:21]([F:24])([F:23])[F:22])=[O:18].C(O)(C(F)(F)F)=O.ClC(Cl)(OC(=O)OC(Cl)(Cl)Cl)Cl.C([O-])(O)=O.[Na+].[Cl:49][C:50]1[CH:59]=[C:58]2[C:53]([C:54]([N:61]3[CH2:66][CH2:65][NH:64][CH2:63][CH2:62]3)=[CH:55][C:56]([NH2:60])=[N:57]2)=[CH:52][CH:51]=1>>[NH2:60][C:56]1[CH:55]=[C:54]([N:61]2[CH2:62][CH2:63][N:64]([C:10]([NH:9][C@H:8]3[CH2:7][CH2:6][CH2:5][CH2:4][N:3]([C:17]([NH:19][CH2:20][C:21]([F:22])([F:23])[F:24])=[O:18])[C:2]3=[O:1])=[O:16])[CH2:65][CH2:66]2)[C:53]2[C:58](=[CH:59][C:50]([Cl:49])=[CH:51][CH:52]=2)[N:57]=1 |f:3.4|. Reported procedure: As described for example 213, [(3R)-hexahydro-2-oxo-1-[[(2,2,2-trifluoroethyl)amino]carbonyl]-1H-azepin-3-yl]-carbamic acid, 1,1-dimethylethyl ester, TFA, triphosgene, NaHCO3 (sat.), and 7-chloro-4-(1-piperazinyl)-2-quinolinamine are reacted to afford the product as a light yellow solid. LC-MS: 542 (M++1). 1H NMR (CDCl3,): δ 1.44 (m, 1H), 1.64 (m, 1H), 1.82˜2.02 (m, 4H), 3.14 (m, 4H), 3.31 (dd, 1H), 3.68 (m, 4H), 3.98 (m, 2H), 4.84 (dd, 1H), 4.88–5.00 (m, 3H), 5.80 (d, 1H), 6.03 (s, 1H), 7.16 (d...